This data is from the Open Reaction Database (ORD), a public repository of structured organic reaction records. The task is: describe an organic reaction: reactants, conditions, products, and yield The reactants are C1=C(C=CC2=CC=CC=C12)[C@@H](C)N ((R)-(+)-1-(2-napthyl)ethylamine), ClC1=NC=C(C(=N1)Cl)F (2,4-dichloro-5-fluoro pyrimidine), C([O-])([O-])=O.[Cs+].[Cs+] (cesium carbonate), O (H2O). Run in C(Cl)Cl (CH2Cl2), O1CCOCC1 (1,4-dioxane). Reaction conditions: temperature 80 celsius, time 10 minute. The product is crude intermediate, C1=C(C=CC2=CC=CC=C12)C(C)N ((1-naphthalen-2-yl-ethyl)-amine). Reaction SMILES: [CH:1]1[C:10]2[C:5](=[CH:6][CH:7]=[CH:8][CH:9]=2)[CH:4]=[CH:3][C:2]=1[C@H:11]([NH2:13])[CH3:12].ClC1N=C(Cl)C(F)=CN=1.C(=O)([O-])[O-].[Cs+].[Cs+].O>O1CCOCC1.C(Cl)Cl>[CH:1]1[C:10]2[C:5](=[CH:6][CH:7]=[CH:8][CH:9]=2)[CH:4]=[CH:3][C:2]=1[CH:11]([NH2:13])[CH3:12] |f:2.3.4|. Procedure details: A mixture of (R)-(+)-1-(2-napthyl)ethylamine (102.6 mg, 0.599 mmol), 2,4-dichloro-5-fluoro pyrimidine (100 mg, 0.599 mmol) and cesium carbonate (390 mg, 1.2 mmol) was dissolved in 1,4-dioxane (3 ml) and H2O (3 ml) in a 10 ml microwave vial. The mixture was stirred in the microwave reactor at 80° C. for 10 minutes. The residue was dissolved in CH2Cl2 (50 ml), washed with water (20 ml), brine (20 ml) dried (Na2SO4) and concentrated to get the crude intermediate 2-chloro-5-fluoro-pyrimidin-4-yl)-(1...